From a dataset of the Open Reaction Database (ORD), a public repository of structured organic reaction records. describe an organic reaction: reactants, conditions, products, and yield The reactants are C([S-])(OCC)=S.[K+] (potassium O-ethyl dithiocarbonate), NC1=C(C(=CC=C1)S(=O)C)O (2-amino-6-methanesulfinylphenol). Solvent: C(C)O (ethanol). Product: SC=1OC2=C(N1)C=CC=C2S(=O)C (2-mercapto-7-methansulfinylbenzoxazole). Yield: 77.0%. Reaction SMILES: [NH2:1][C:2]1[CH:7]=[CH:6][CH:5]=[C:4]([S:8]([CH3:10])=[O:9])[C:3]=1[OH:11].[C:12](=S)(OCC)[S-:13].[K+]>C(O)C>[SH:13][C:12]1[O:11][C:3]2[C:4]([S:8]([CH3:10])=[O:9])=[CH:5][CH:6]=[CH:7][C:2]=2[N:1]=1 |f:1.2|. Procedure details: To a solution of this aminophenol. (233 mg, 1.36 mmol) in ethanol (10 ml) was added potassium O-ethyl dithiocarbonate (300 mg, 1.87 mmol) and the mixture was stirred under heating to reflux for 9 hours. The reaction solution was acidified to pH, 4 with 1 N hydrochloric acid and extracted with chloroform. The organic layer was washed with a saturated sodium chloride solution, dried over anhydrous sodium sulfate and concentraed in vacuo. The resulting residue was purified by a silica gel preparati... Reactants: CC(=O)C1=CCN(Cc2ccccc2)C1, CO, OB(O)c1ccc(Cl)cc1, O. Yields the product CC(=O)C1CN(Cc2ccccc2)CC1c1ccc(Cl)cc1. RXN SMILES: [CH2:13]([c:14]1[cH:15][cH:16][cH:17][cH:18][cH:19]1)[N:20]1[CH2:21][C:22]([C:25]([CH3:26])=[O:27])=[CH:23][CH2:24]1.[CH3:11][OH:12].[Cl:1][c:2]1[cH:3][cH:4][c:5]([B:8]([OH:9])[OH:10])[cH:6][cH:7]1.[OH2:28]>>[Cl:1][c:2]1[cH:3][cH:4][c:5]([CH:23]2[CH:22]([C:25]([CH3:26])=[O:27])[CH2:21][N:20]([CH2:13][c:14]3[cH:15][cH:16][cH:17][cH:18][cH:19]3)[CH2:24]2)[cH:6][cH:7]1. The reactants are BrC1=CC=C(C=C1)OCCCCCCBr (1-bromo-4-(6-bromohexyloxy)benzene), C[O-].[Na+] (sodium methylate). The solvent is CO (methanol). Conditions: temperature 70 celsius, time 2 hour. Yields the product BrC1=CC=C(C=C1)OCCCCCCOC (1-bromo-4-(6-methoxyhexyloxy)benzene). Reaction SMILES: [Br:1][C:2]1[CH:7]=[CH:6][C:5]([O:8][CH2:9][CH2:10][CH2:11][CH2:12][CH2:13][CH2:14]Br)=[CH:4][CH:3]=1.[CH3:16][O-:17].[Na+]>CO>[Br:1][C:2]1[CH:7]=[CH:6][C:5]([O:8][CH2:9][CH2:10][CH2:11][CH2:12][CH2:13][CH2:14][O:17][CH3:16])=[CH:4][CH:3]=1 |f:1.2|. Procedure: A mixture of 1-bromo-4-(6-bromohexyloxy)benzene (6.0 g) and sodium methylate (28% in methanol) (10.3 ml) in methanol (30 ml) was stirred for 2 hours at 70° C. (bath temp.), and then the solvent was evaporated. The residue was neutralized by 1N-hydrochloric acid and extracted with ethyl acetate (100 ml), and washed with water and brine. The organic layer was dried over magnesium sulfate. Magnesium sulfate was filtered off, and the filtrate was evaporated under reduced pressure to give a crude pro... Reactants: C(C(C)C)S (isobutylmercaptan), C[O-].[Na+] (sodium methoxide), O (water), NC1=CC2=CC(=CC=C2C=C1[N+](=O)[O-])Cl (2-amino-7-chloro-3-nitronaphthalene). Solvent: CO (methanol). Conditions: time 10 minute. Product: NC1=CC2=CC(=CC=C2C=C1[N+](=O)[O-])SCC(C)C (2-Amino-7-isobutylthio-3-nitronaphthalene). Reaction SMILES: [CH2:1]([SH:5])[CH:2]([CH3:4])[CH3:3].C[O-].[Na+].[NH2:9][C:10]1[C:19]([N+:20]([O-:22])=[O:21])=[CH:18][C:17]2[C:12](=[CH:13][C:14](Cl)=[CH:15][CH:16]=2)[CH:11]=1.O>CO>[NH2:9][C:10]1[C:19]([N+:20]([O-:22])=[O:21])=[CH:18][C:17]2[C:12](=[CH:13][C:14]([S:5][CH2:1][CH:2]([CH3:4])[CH3:3])=[CH:15][CH:16]=2)[CH:11]=1 |f:1.2|. Procedure details: To 1 mole of isobutylmercaptan in 500 ml of methanol stirring at room temperature is added 1.1 mol of sodium methoxide. The mixture is stirred for 10 minutes and the solvent is evaporated under vacuum. The residue is taken up in 500 ml of dimethylformamide. To this mixture, stirring at room temperature, is added 1 mole of 2-amino-7-chloro-3-nitronaphthalene. The mixture is refluxed for 2 hours, then cooled and poured into 2 liters of water. After stirring for 30 minutes the resulting precipitate... Starting materials: BrC1=CC2=C(NC(CC(C2=O)=CN(C)C)=O)C=C1 (7-bromo-4-dimethylaminomethylene-3,4-dihydro-1H-benzo[b]azepine-2,5-dione), NC(=N)N (guanidine). The product is NC=1N=CC2=C(C3=C(NC(C2)=O)C=CC(=C3)Br)N1 (2-Amino-10-bromo-5H,7H-benzo[b]pyrimido[4,5-d]azepin-6-one). As a reaction SMILES: [Br:1][C:2]1[CH:18]=[CH:17][C:5]2[NH:6][C:7](=[O:16])[CH2:8][C:9](=[CH:12]N(C)C)[C:10](=O)[C:4]=2[CH:3]=1.[NH2:19][C:20]([NH2:22])=[NH:21]>>[NH2:21][C:20]1[N:22]=[CH:12][C:9]2[CH2:8][C:7](=[O:16])[NH:6][C:5]3[CH:17]=[CH:18][C:2]([Br:1])=[CH:3][C:4]=3[C:10]=2[N:19]=1. Procedure: In a manner similar to that described in method H, 7-bromo-4-dimethylaminomethylene-3,4-dihydro-1H-benzo[b]azepine-2,5-dione (v-k) and guanidine were converted to I-44 (79%): HRMS Calcd. for C12H9BrN4O: 305.0037, Found 305.0042. Starting materials: CNC[C@@H](C=1C=CC=C(C1)O)O.Cl (Phenylephrine HCl), N (ammonia). The solvent is O (water). Yields the product CNC[C@@H](C=1C=CC=C(C1)O)O (Phenylephrine). As a reaction SMILES: [CH3:1][NH:2][CH2:3][C@H:4]([OH:12])[C:5]1[CH:6]=[CH:7][CH:8]=[C:9]([OH:11])[CH:10]=1.Cl.N>O>[CH3:1][NH:2][CH2:3][C@H:4]([OH:12])[C:5]1[CH:6]=[CH:7][CH:8]=[C:9]([OH:11])[CH:10]=1 |f:0.1|. Procedure: Phenylephrine HCl (0.3 g, 1.47 mmole) was dissolved in 3 ml of water in a test tube to which was added 1 ml of ammonia T.S. The interior of the test tube was rubbed with a glass rod to initiate the precipitation of the free base. The phenylephrine was separated by filtration and washed with about 1 ml of ice-cold water and finally dried over silica gel for 16 hours. IR (KBr) measurements were made to confirm the preparation of the phenylephrine base. Reactants: OCC(C#N)C1=C(C=CC=C1C)C (3-hydroxy-2-(2,6-dimethylphenyl)-propionitrile), N (NH3). Reagents/catalysts: [Ni] (Raney nickel). Run in CO (methanol). The product is OCC(CN)C1=C(C=CC=C1C)C (3-hydroxy-2-(2,6-dimethylphenyl)-propylamine). RXN SMILES: [OH:1][CH2:2][CH:3]([C:6]1[C:11]([CH3:12])=[CH:10][CH:9]=[CH:8][C:7]=1[CH3:13])[C:4]#[N:5].N>CO.[Ni]>[OH:1][CH2:2][CH:3]([C:6]1[C:11]([CH3:12])=[CH:10][CH:9]=[CH:8][C:7]=1[CH3:13])[CH2:4][NH2:5]. Procedure: 52.4 g (0.3 mol) of 3-hydroxy-2-(2,6-dimethylphenyl)-propionitrile are dissolved in 400 ml methanol and combined with 50 9 of NH3. The reaction mixture is hydrogenated under a pressure of 70 bar and at a reaction temperature of 70° C. in the presence of 60 g Raney nickel. After 4 h the mixture is cooled, filtered over silica gel and the solvent is eliminated in vacuo. The residue is distilled under high vacuum. Yield: 40.6 g (76%), boiling point: 135-140° C. (0.02 mbar); melting point of the hyd...